Dataset: the Open Reaction Database (ORD), a public repository of structured organic reaction records. Task: describe an organic reaction: reactants, conditions, products, and yield Starting materials: CCOCC, FB(F)F, CCOC(=O)C=[N+]=[N-], NC1CCC(=O)CC1. The product is CCOC(=O)C1CCC(N)CCC1=O. RXN SMILES: [CH3:21][CH2:22][O:23][CH2:24][CH3:25].[F:9][B:10]([F:11])[F:12].[N+:13](=[N-:14])=[CH:15][C:16](=[O:17])[O:18][CH2:19][CH3:20].[NH2:1][CH:2]1[CH2:3][CH2:4][C:5](=[O:8])[CH2:6][CH2:7]1>>[NH2:1][CH:2]1[CH2:3][CH2:4][C:5](=[O:8])[CH:15]([C:16](=[O:17])[O:18][CH2:19][CH3:20])[CH2:6][CH2:7]1. Starting materials: C1(=CC=CC=C1)P(C1=CC=CC=C1)C1=CC=CC=C1 (Triphenylphosphine), CS(=O)C (DMSO), C1(=CC=CC=C1)C(CCCO)C1=CC=CC=C1 (4,4-Diphenyl-1-butanol), C(Br)(Br)(Br)Br (CBr4). Run in CCOCC (ether), CCOCC (ether). Run at temperature 0 celsius, time 8 hour. Product: BrCCCC(C1=CC=CC=C1)C1=CC=CC=C1 (1-Bromo-4,4-diphenylbutane). Isolated yield 72.4%. RXN SMILES: [C:1]1([CH:7]([C:12]2[CH:17]=[CH:16][CH:15]=[CH:14][CH:13]=2)[CH2:8][CH2:9][CH2:10]O)[CH:6]=[CH:5][CH:4]=[CH:3][CH:2]=1.C(Br)(Br)(Br)[Br:19].C1(P(C2C=CC=CC=2)C2C=CC=CC=2)C=CC=CC=1.CS(C)=O>CCOCC>[Br:19][CH2:10][CH2:9][CH2:8][CH:7]([C:12]1[CH:17]=[CH:16][CH:15]=[CH:14][CH:13]=1)[C:1]1[CH:6]=[CH:5][CH:4]=[CH:3][CH:2]=1. Procedure: 4,4-Diphenyl-1-butanol (22.41 g, 0.099 mol) was dissolved in ether (250 mL). CBr4 (41.07 g, 0.123 mol) was added and the reaction cooled to 0° C. Triphenylphosphine (38.96 g, 0.148 mol) in ether (400 mL) was added dropwise to the reaction. The reaction was then allowed to warm to room temperature overnight. DMSO (3.51 mL) was added, and the reaction allowed to stir for 8 hours. The white precipitate was filtered and washed with ether (100 mL). The ether was removed in vacuo, and the residue wash... The reactants are C1([C@H]2[C@@H](C(N1)=O)CC=CC2)=O (cis-1,2,3,6-tetrahydrophthalimide), [Na] (sodium). The solvent is CO (methanol). Reaction conditions: temperature 0 celsius. The product is C1([C@H]2[C@@H](C(N1CCCO)=O)CC=CC2)=O (3-(cis-1,2,3,6-tetrahydrophthalimido)-1-propanol). RXN SMILES: [C:1]1(=[O:11])[NH:5][C:4](=[O:6])[C@H:3]2[CH2:7][CH:8]=[CH:9][CH2:10][C@@H:2]12.[Na]>CO>[C:1]1(=[O:11])[N:5]([CH2:2][CH2:3][CH2:4][OH:6])[C:4](=[O:6])[C@H:3]2[CH2:7][CH:8]=[CH:9][CH2:10][C@@H:2]12 |^1:11|. Procedure: 15.1 g. of cis-1,2,3,6-tetrahydrophthalimide are dissolved in 15 ml of methanol in which has previously been dissolved, 2.3 g of sodium metal. The mixture is evaporated to dryness under reduced pressure. 14 g. of 3-bromo-1-propanol are added to the solid, warming occurs. When the heating subsides, 40 ml of dimethylformamide are added with heating under reflux for 6 hours. After cooling, 200 ml of water and 100 ml of methylene chloride are added. The mixture is shaken and the aqueous phase discar... Reactants: C(CCCCCCC\C=C/CCCCCCCC)C(C(=O)OC(C)(C)C)(C(=O)OC(C)(C)C)CCCCCCCC\C=C/CCCCCCCC (di-t-butyl dioleylmalonate), C1(=CC=CC=C1)OC (anisole), FC(C(=O)O)(F)F (trifluoroacetic acid). Solvent: ClCCl (dichloromethane). Conditions: time 8 hour. The product is C(CCCCCCC\C=C/CCCCCCCC)C(C(=O)O)CCCCCCCC\C=C/CCCCCCCC (α,α-dioleylacetic acid). Isolated yield 98.9%. RXN SMILES: [CH2:1]([C:19]([CH2:34][CH2:35][CH2:36][CH2:37][CH2:38][CH2:39][CH2:40][CH2:41]/[CH:42]=[CH:43]\[CH2:44][CH2:45][CH2:46][CH2:47][CH2:48][CH2:49][CH2:50][CH3:51])(C(OC(C)(C)C)=O)[C:20]([O:22]C(C)(C)C)=[O:21])[CH2:2][CH2:3][CH2:4][CH2:5][CH2:6][CH2:7][CH2:8]/[CH:9]=[CH:10]\[CH2:11][CH2:12][CH2:13][CH2:14][CH2:15][CH2:16][CH2:17][CH3:18].C1(OC)C=CC=CC=1.FC(F)(F)C(O)=O>ClCCl>[CH2:1]([CH:19]([CH2:34][CH2:35][CH2:36][CH2:37][CH2:38][CH2:39][CH2:40][CH2:41]/[CH:42]=[CH:43]\[CH2:44][CH2:45][CH2:46][CH2:47][CH2:48][CH2:49][CH2:50][CH3:51])[C:20]([OH:22])=[O:21])[CH2:2][CH2:3][CH2:4][CH2:5][CH2:6][CH2:7][CH2:8]/[CH:9]=[CH:10]\[CH2:11][CH2:12][CH2:13][CH2:14][CH2:15][CH2:16][CH2:17][CH3:18]. Procedure details: A 3 g of this di-t-butyl dioleylmalonate was dissolved in a solution comprising 20 ml of anisole, 20 ml of dichloromethane and 10 ml of trifluoroacetic acid, followed by stirring at room temperature overnight. After reaction, volatile components were distilled off. The residue was then heated at 150° C. for 4 hours to remove carbonic acid, thereby obtaining 2.32 g of α,α-dioleylacetic acid [RF =0.12 (chloroform:methanol=10:1)]. The reactants are ClC1=CC=C(C(=O)Cl)C=C1 (4-chlorobenzoyl chloride), Cl.C(C(C)C)(=O)CN (isobutyrylmethylamine hydrochloride), C([O-])(O)=O.[Na+] (sodium bicarbonate), C(C)(=O)OCC (ethyl acetate). Run in O (water). The product is ClC1=CC=C(C(=O)NCC(C(C)C)=O)C=C1 (N-(4-chlorobenzoyl)isobutyrylmethylamine). Isolated yield 99.0%. Reaction SMILES: [Cl:1][C:2]1[CH:10]=[CH:9][C:5]([C:6](Cl)=[O:7])=[CH:4][CH:3]=1.Cl.[C:12]([CH2:17][NH2:18])(=[O:16])[CH:13]([CH3:15])[CH3:14].C(=O)(O)[O-].[Na+].C(OCC)(=O)C>O>[Cl:1][C:2]1[CH:10]=[CH:9][C:5]([C:6]([NH:18][CH2:17][C:12](=[O:16])[CH:13]([CH3:15])[CH3:14])=[O:7])=[CH:4][CH:3]=1 |f:1.2,3.4|. Reported procedure: 4.5 g of 4-chlorobenzoyl chloride are added dropwise to a mixture of 4 g of isobutyrylmethylamine hydrochloride, 9.8 g of sodium bicarbonate, 200 ml of ethyl acetate and 100 ml of water at 5° C. to 10° C. under stirring. The mixture is further stirred at room temperature for 3 hours. The ethyl acetate layer is collected, and said layer is washed with water, dried and then condensed under reduced pressure to remove solvent. 6.1 g of N-(4-chlorobenzoyl)isobutyrylmethylamine are obtained. Yield: 87... Starting materials: NC(=O)CBr, N#Cc1c[nH]c(C(=O)Nc2ccc(C3CCNCC3)cc2C2=CCCCC2)n1, ClCCl, O=C(O)C(F)(F)F. The product is N#Cc1c[nH]c(C(=O)Nc2ccc(C3CCN(CC(N)=O)CC3)cc2C2=CCCCC2)n1, O=C(O)C(F)(F)F. As a reaction SMILES: [Br:36][CH2:37][C:38](=[O:39])[NH2:40].[C:8]1([c:14]2[c:15]([NH:26][C:27](=[O:28])[c:29]3[nH:30][cH:31][c:32]([C:34]#[N:35])[n:33]3)[cH:16][cH:17][c:18]([CH:20]3[CH2:21][CH2:22][NH:23][CH2:24][CH2:25]3)[cH:19]2)=[CH:9][CH2:10][CH2:11][CH2:12][CH2:13]1.[Cl:41][CH2:42][Cl:43].[F:1][C:2]([C:3](=[O:4])[OH:5])([F:6])[F:7]>>[C:8]1([c:14]2[c:15]([NH:26][C:27](=[O:28])[c:29]3[nH:30][cH:31][c:32]([C:34]#[N:35])[n:33]3)[cH:16][cH:17][c:18]([CH:20]3[CH2:21][CH2:22][N:23]([CH2:37][C:38](=[O:39])[NH2:40])[CH2:24][CH2:25]3)[cH:19]2)=[CH:9][CH2:10][CH2:11][CH2:12][CH2:13]1.[F:1][C:2]([C:3](=[O:4])[OH:5])([F:6])[F:7]. Reactants: OC1=C(C=C(C(=C1)O)O)O (1,2,4,5-tetrahydroxybenzene), O=P12OP3(=O)OP(=O)(O1)OP(=O)(O2)O3 (P2O5), O1CCCC1 (tetrahydrofuran), Example 4, CC(=O)C (acetone). Reaction conditions: time 1 hour. Product: CC1(OC2=C(O1)C=C1C(OC(O1)(C)C)=C2)C (2,2,6,6-Tetramethylbenzo[1,2-d:4,5-d']bis(1,3)dioxole). The yield is 48.0%. Reaction SMILES: [OH:1][C:2]1[CH:7]=[C:6]([OH:8])[C:5]([OH:9])=[CH:4][C:3]=1[OH:10].[CH3:11][C:12]([CH3:14])=O.O=P12OP3(OP(OP(O3)(O1)=O)(=O)O2)=O.O1C[CH2:32][CH2:31][CH2:30]1>>[CH3:11][C:12]1([CH3:14])[O:10][C:3]2[CH:4]=[C:5]3[O:9][C:31]([CH3:32])([CH3:30])[O:8][C:6]3=[CH:7][C:2]=2[O:1]1. Procedure details: 18.6 g of the 1,2,4,5-tetrahydroxybenzene prepared according to Example 4 (0.13 mole) and 70 ml acetone (58.6 g, 1.0 mole) was dissolved in 1 1 tetrahydrofuran. 168 g P2O5 (1.18 mole) was added to the vigorously stirred mixture in portions as fast as possible. The mixture was heated to reflux for 4 hours. After cooling to room temperature the solids were filtered with suction and washed with 0.5 L ether. The combined filtrates were treated with 10 g K2CO3 and stirred 1 hour, filtered and evapora... Reactants: Cc1nc(N(Cc2ccccc2)Cc2ccccc2)c([N+](=O)[O-])c(NCC2(O)CCCCC2)c1C, CCOC(C)=O. Product: Cc1nc(N(Cc2ccccc2)Cc2ccccc2)c(N)c(NCC2(O)CCCCC2)c1C. Reaction SMILES: [CH2:1]([c:2]1[cH:3][cH:4][cH:5][cH:6][cH:7]1)[N:8]([c:9]1[n:10][c:11]([CH3:28])[c:12]([CH3:27])[c:13]([NH:18][CH2:19][C:20]2([OH:26])[CH2:21][CH2:22][CH2:23][CH2:24][CH2:25]2)[c:14]1[N+:15]([O-:16])=[O:17])[CH2:29][c:30]1[cH:31][cH:32][cH:33][cH:34][cH:35]1.[CH3:36][CH2:37][O:38][C:39](=[O:40])[CH3:41]>>[CH2:1]([c:2]1[cH:3][cH:4][cH:5][cH:6][cH:7]1)[N:8]([c:9]1[n:10][c:11]([CH3:28])[c:12]([CH3:27])[c:13]([NH:18][CH2:19][C:20]2([OH:26])[CH2:21][CH2:22][CH2:23][CH2:24][CH2:25]2)[c:14]1[NH2:15])[CH2:29][c:30]1[cH:31][cH:32][cH:33][cH:34][cH:35]1.